This data is from the Open Reaction Database (ORD), a public repository of structured organic reaction records. The task is: describe an organic reaction: reactants, conditions, products, and yield The reactants are BrC1=NN(C(=C1)C1=NC2=C(C(O1)=O)C=C(C=C2Br)Br)C2=NC=CC=C2Cl (2-[3-bromo-1-(3-chloro-2-pyridinyl)-1H-pyrazol-5-yl]-6,8-dibromo-4H-3,1-benzoxazine-4-one), O.NN (hydrazine monohydrate). Solvent: O1CCCC1 (tetrahydrofuran). Run at time 3 hour. The product is BrC1=NN(C(=C1)C(=O)NC1=C(C=C(C=C1Br)Br)C(=O)NN)C1=NC=CC=C1Cl (3-bromo-N-[4,6-dibromo-2-(hydrazinocarbonyl)phenyl]-1-(3-chloro-2-pyridinyl)-1H-pyrazole-5-carboxamide). Isolated yield 54.5%. As a reaction SMILES: [Br:1][C:2]1[CH:6]=[C:5]([C:7]2[O:12][C:11](=[O:13])[C:10]3[CH:14]=[C:15]([Br:19])[CH:16]=[C:17]([Br:18])[C:9]=3[N:8]=2)[N:4]([C:20]2[C:25]([Cl:26])=[CH:24][CH:23]=[CH:22][N:21]=2)[N:3]=1.O.[NH2:28][NH2:29]>O1CCCC1>[Br:1][C:2]1[CH:6]=[C:5]([C:7]([NH:8][C:9]2[C:17]([Br:18])=[CH:16][C:15]([Br:19])=[CH:14][C:10]=2[C:11]([NH:28][NH2:29])=[O:13])=[O:12])[N:4]([C:20]2[C:25]([Cl:26])=[CH:24][CH:23]=[CH:22][N:21]=2)[N:3]=1 |f:1.2|. Reported procedure: Under ice-cooling, 8.42 g of 2-[3-bromo-1-(3-chloro-2-pyridinyl)-1H-pyrazol-5-yl]-6,8-dibromo-4H-3,1-benzoxazine-4-one, 3.0 g of hydrazine monohydrate and 60 ml of tetrahydrofuran were mixed, and the mixture was stirred at room temperature for 3 hours. A deposited precipitate was collected by filtration, and washed successively with tetrahydrofuran and methyl t-butyl ether to obtain 4.85 g of 3-bromo-N-[4,6-dibromo-2-(hydrazinocarbonyl)phenyl]-1-(3-chloro-2-pyridinyl)-1H-pyrazole-5-carboxamide o... Starting materials: C[O-].[Na+] (sodium methoxide), [Na] (sodium), CC1=CC=NO1 (5-methylisoxazole), ClC1=C(C(=CC(=C1)Cl)Cl)NN=C(CC#N)C (1-cyanoacetone-2,4,6-trichlorophenylhydrazone), Cl (hydrogen chloride), ClC1=C(C(=CC(=C1)Cl)Cl)NN (2,4,6-trichlorophenylhydrazine), [Na] (sodium). Run in CO (methanol), CO (methanol), CO (methanol), O (water), CCOCC (ether), CO (methanol). Run at time 8 hour. Product: NC1=CC(=NN1C1=C(C=C(C=C1Cl)Cl)Cl)C (5-Amino-3-methyl-1-(2,4,6-trichlorophenyl)pyrazole). As a reaction SMILES: [Na].CC1ON=CC=1.ClC1C=C(Cl)C=C(Cl)C=1NN.Cl.[Cl:20][C:21]1[CH:26]=[C:25]([Cl:27])[CH:24]=[C:23]([Cl:28])[C:22]=1[NH:29][N:30]=[C:31]([CH3:35])[CH2:32][C:33]#[N:34].C[O-].[Na+]>CO.O.CCOCC>[NH2:34][C:33]1[N:29]([C:22]2[C:21]([Cl:20])=[CH:26][C:25]([Cl:27])=[CH:24][C:23]=2[Cl:28])[N:30]=[C:31]([CH3:35])[CH:32]=1 |f:5.6,^1:0|. Reported procedure: To a solution of 0.51 g (22.0 mmol) of sodium in methanol was added 1.66 g (20.0 mmol) of 5-methylisoxazole. The reaction mixture as refluxed for 8 hours and then stirred overnight at room temperature. Then 4.23 g (20.0 mmol) of 2,4,6-trichlorophenylhydrazine was added and the reaction mixture was again refluxed for 4 hours. A second portion of sodium In methanol was added and reflux was continued for 24 hours. The reaction mixture was taken up with ether and dilute hydrogen chloride. The organi... Starting materials: ClCCl, COC(C=C(C)C=CC1=C(C)CCCC1(C)C)CC(C)=CCO. The product is COC(C=C(C)C=CC1=C(C)CCCC1(C)C)CC(C)=CC=O. RXN SMILES: [CH2:24]([Cl:25])[Cl:26].[OH:1][CH2:2][CH:3]=[C:4]([CH2:5][CH:6]([CH:7]=[C:8]([CH:9]=[CH:10][C:11]1=[C:12]([CH3:19])[CH2:13][CH2:14][CH2:15][C:16]1([CH3:17])[CH3:18])[CH3:20])[O:21][CH3:22])[CH3:23]>>[O:1]=[CH:2][CH:3]=[C:4]([CH2:5][CH:6]([CH:7]=[C:8]([CH:9]=[CH:10][C:11]1=[C:12]([CH3:19])[CH2:13][CH2:14][CH2:15][C:16]1([CH3:17])[CH3:18])[CH3:20])[O:21][CH3:22])[CH3:23]. Reactants: ClC1=C(C=C(C(=O)OC)C=C1)OC (Methyl 4-chloro-3-methoxybenzoate), [H-].[H-].[H-].[H-].[Li+].[Al+3] (LiAlH4). Reaction SMILES: [Cl:1][C:2]1[CH:11]=[CH:10][C:5]([C:6](OC)=[O:7])=[CH:4][C:3]=1[O:12][CH3:13].[H-].[H-].[H-].[H-].[Li+].[Al+3]>C1COCC1.C(Cl)Cl>[Cl:1][C:2]1[CH:11]=[CH:10][C:5]([CH2:6][OH:7])=[CH:4][C:3]=1[O:12][CH3:13] |f:1.2.3.4.5.6|. Procedure details: Methyl 4-chloro-3-methoxybenzoate (5 g, 25 mmol, 1 equiv) in 15 mL of THF and 15 mL of DCM was cooled to 0° C. and treated with LiAlH4 (2.8 g, 3 equiv) overnight and was allowed to warm to rt. The reaction was then quenched with saturated sodium sulfate. Removal of the solid by filtration through celite followed by evaporation of the filtrate gave 4-chloro-3-methoxybenzyl alcohol. Run in C1CCOC1 (THF), C(Cl)Cl (DCM). The product is ClC1=C(C=C(CO)C=C1)OC (4-chloro-3-methoxybenzyl alcohol). The reactants are SC=1SC(=NN1)C (2-mercapto-5-methyl-1,3,4-thiadiazole), OO (hydrogen peroxide). The solvent is CO (methanol). Reaction conditions: time 1 hour. Product: CC1=NN=C(S1)SSC=1SC(=NN1)C (2,2'-dithiobis (5-methyl-1,3,4-thiadiazole)). As a reaction SMILES: [SH:1][C:2]1[S:3][C:4]([CH3:7])=[N:5][N:6]=1.OO>CO>[CH3:7][C:4]1[S:3][C:2]([S:1][S:1][C:2]2[S:3][C:4]([CH3:7])=[N:5][N:6]=2)=[N:6][N:5]=1. Reported procedure: Within a flask having a capacity of 1000 ml, 2-mercapto-5-methyl-1,3,4-thiadiazole of 150 mmol is solved in methanol of 450 ml. Into the solution thus prepared, 34.5% hydrogen peroxide of 39 ml is dropped slowly. The solution was stirred for one hour at room temperature. Thereafter, by decompression and heating, precipitate was created. The solution was filtered and washed. By the subsequent drying in a decompressing atmosphere, crude crystal was obtained. By recrystallization using ethanol, 5,5... The reactants are C(C)OC(=O)C=1C(=NC2=CC(=C(C=C2C1C1=CC(=C(C=C1)OC)OC)OC)OC)CCl (2-chloromethyl-6,7-dimethoxy-4-(3,4-dimethoxyphenyl)quinoline-3-carboxylic acid ethyl ester), ClC1=CC(=CC=C1)C(=O)OO (m-chloroperbenzoic acid). Run in CO (methanol). Conditions: time 2 hour. Yields the product C(C)OC(=O)C=1C=[N+](C2=CC=CC=C2C1)[O-] (quinoline-3-carboxylic acid ethyl ester 1-oxide). Isolated yield 136.8%. Reaction SMILES: [CH2:1]([O:3][C:4]([C:6]1[C:7](CCl)=[N:8][C:9]2[C:14]([C:15]=1C1C=CC(OC)=C(OC)C=1)=[CH:13][C:12](OC)=[C:11](OC)[CH:10]=2)=[O:5])[CH3:2].ClC1C=CC=C(C(OO)=[O:40])C=1>CO>[CH2:1]([O:3][C:4]([C:6]1[CH:7]=[N+:8]([O-:40])[C:9]2[C:14]([CH:15]=1)=[CH:13][CH:12]=[CH:11][CH:10]=2)=[O:5])[CH3:2]. Procedure: A mixture of 2-chloromethyl-6,7-dimethoxy-4-(3,4-dimethoxyphenyl)quinoline-3-carboxylic acid ethyl ester (3.0 g), m-chloroperbenzoic acid (85%, 2.3 g) and methanol (40 ml) was stirred under refluxing conditions for 2 hours. The reaction mixture was distilled under reduced pressure to remove the solvent. The residue was poured over chloroform. The chloroform layer was washed with water and dried (MgSO4), after which the solvent was distilled off under reduced pressure. The residue was subjected t... As a reaction SMILES: [OH:1][C:2]1[CH:3]=[C:4]([CH:31]=[CH:32][C:33]=1[O:34][CH3:35])[CH2:5][CH:6]1[C:15]2[C:10](=[CH:11][C:12]([O:18][CH3:19])=[C:13]([O:16][CH3:17])[CH:14]=2)[CH2:9][CH2:8][N:7]1[CH2:20][C:21]([NH:23][CH2:24][C:25]1[CH:30]=[CH:29][CH:28]=[CH:27][CH:26]=1)=[O:22].Br[CH:37]([CH2:39][CH3:40])[CH3:38]>>[CH3:38][CH:37]([O:1][C:2]1[CH:3]=[C:4]([CH:31]=[CH:32][C:33]=1[O:34][CH3:35])[CH2:5][CH:6]1[C:15]2[C:10](=[CH:11][C:12]([O:18][CH3:19])=[C:13]([O:16][CH3:17])[CH:14]=2)[CH2:9][CH2:8][N:7]1[CH2:20][C:21]([NH:23][CH2:24][C:25]1[CH:30]=[CH:29][CH:28]=[CH:27][CH:26]=1)=[O:22])[CH2:39][CH3:40]. Reactants: OC=1C=C(CC2N(CCC3=CC(=C(C=C23)OC)OC)CC(=O)NCC2=CC=CC=C2)C=CC1OC (2-[1-(3-hydroxy-4-methoxy-benzyl)-6,7-dimethoxy-3,4-dihydro-1H-isoquinolin-2-yl]-N-benzyl-acetamide), BrC(C)CC (2-bromo-butane). The product is CC(CC)OC=1C=C(CC2N(CCC3=CC(=C(C=C23)OC)OC)CC(=O)NCC2=CC=CC=C2)C=CC1OC (2-{1-[3-(but-2-oxy)4-methoxy-benyl]-6,7-dimethoxy-3,4-dihydro-1H-isoquinolin-2-yl}-N-benzyl-acetamide). Procedure details: prepared by reaction of 2-[1-(3-hydroxy-4-methoxy-benzyl)-6,7-dimethoxy-3,4-dihydro-1H-isoquinolin-2-yl]-N-benzyl-acetamide with 2-bromo-butane